This data is from the Open Reaction Database (ORD), a public repository of structured organic reaction records. The task is: describe an organic reaction: reactants, conditions, products, and yield Reactants: CCn1cc(C(=O)O)c(=O)c2cc(F)c(F)c(F)c21, OC1CCCNC1, c1ccncc1. Yields the product CCn1cc(C(=O)O)c(=O)c2cc(F)c(N3CCCC(O)C3)c(F)c21. RXN SMILES: [CH2:1]([CH3:2])[n:3]1[cH:4][c:5]([C:17](=[O:18])[OH:19])[c:6](=[O:16])[c:7]2[cH:8][c:9]([F:15])[c:10]([F:14])[c:11]([F:13])[c:12]12.[OH:20][CH:21]1[CH2:22][NH:23][CH2:24][CH2:25][CH2:26]1.[cH:27]1[cH:28][cH:29][n:30][cH:31][cH:32]1>>[CH2:1]([CH3:2])[n:3]1[cH:4][c:5]([C:17](=[O:18])[OH:19])[c:6](=[O:16])[c:7]2[cH:8][c:9]([F:15])[c:10]([N:23]3[CH2:22][CH:21]([OH:20])[CH2:26][CH2:25][CH2:24]3)[c:11]([F:13])[c:12]12. The reactants are C(C)(=O)C=1C(OC(=C(C1O)C(C)=O)O)=O (3,5-diacetyl-4,6-dihydroxy-2H-pyran-2-one), NC1=CC=C(NC=O)C=C1 (p-aminoformanilide). Solvent: CO (methanol), CO (methanol). Reaction conditions: time 40 minute. Yields the product C(C)(=O)C1=C(C(C(OC1=O)=O)=C(C)NC1=CC=C(C=C1)NC=O)O (5-acetyl-3-[1-(p-formamidophenylamino)ethylidene]-4-hydroxy-2H-pyran-2,6 (3H)-dione). Reaction SMILES: [C:1]([C:4]1[C:5](=[O:15])[O:6][C:7]([OH:14])=[C:8]([C:11](=[O:13])[CH3:12])[C:9]=1[OH:10])(=O)[CH3:2].[NH2:16][C:17]1[CH:25]=[CH:24][C:20]([NH:21][CH:22]=[O:23])=[CH:19][CH:18]=1>CO>[C:11]([C:8]1[C:7](=[O:14])[O:6][C:5](=[O:15])[C:4](=[C:1]([NH:16][C:17]2[CH:25]=[CH:24][C:20]([NH:21][CH:22]=[O:23])=[CH:19][CH:18]=2)[CH3:2])[C:9]=1[OH:10])(=[O:13])[CH3:12]. Procedure details: To a boiling solution of 2.67 g. (0.0123 m.) of 3,5-diacetyl-4,6-dihydroxy-2H-pyran-2-one in 50 ml. of methanol is added 1.8 g. (0.0132 m.) of p-aminoformanilide. Additional methanol is added (30 ml.) and reflux is continued for 40 minutes. The reaction mixture is filtered and the solid recrystallized to yield 5-acetyl-3-[1-(p-formamidophenylamino)ethylidene]-4-hydroxy-2H-pyran-2,6 (3H)-dione, m.p. 247°-248° C. (dec.). Starting materials: Cl.NCC(=O)NC(C1=CC=CC=C1)C1=CC=C(C=C1)Cl (rac-2-amino-N-[(4-chloro-phenyl)-phenyl-methyl]-acetamide hydrochloride), FC1=CC=C(C(=O)O)C=C1 (4-fluorobenzoic acid). Product: ClC1=CC=C(C=C1)C(C1=CC=CC=C1)NC(=O)CNC(C1=CC=C(C=C1)F)=O (rac-N-({[(4-Chloro-phenyl)-phenyl-methyl]-carbamoyl}-methyl)-4-fluoro-benzamide). RXN SMILES: Cl.[NH2:2][CH2:3][C:4]([NH:6][CH:7]([C:14]1[CH:19]=[CH:18][C:17]([Cl:20])=[CH:16][CH:15]=1)[C:8]1[CH:13]=[CH:12][CH:11]=[CH:10][CH:9]=1)=[O:5].[F:21][C:22]1[CH:30]=[CH:29][C:25]([C:26](O)=[O:27])=[CH:24][CH:23]=1>>[Cl:20][C:17]1[CH:18]=[CH:19][C:14]([CH:7]([NH:6][C:4]([CH2:3][NH:2][C:26](=[O:27])[C:25]2[CH:29]=[CH:30][C:22]([F:21])=[CH:23][CH:24]=2)=[O:5])[C:8]2[CH:13]=[CH:12][CH:11]=[CH:10][CH:9]=2)=[CH:15][CH:16]=1 |f:0.1|. Procedure: Prepared in analogy to example 1.12 from rac-2-amino-N-[(4-chloro-phenyl)-phenyl-methyl]-acetamide hydrochloride (Example 3.1) and 4-fluorobenzoic acid. Starting materials: C(C)(=O)OCC(CCOC(C)=O)CO (4-acetoxy-2-hydroxymethylbutyl acetate), C1(=CC=CC=C1)P(C1=CC=CC=C1)C1=CC=CC=C1 (triphenylphospine), BrN1C(CCC1=O)=O (N-bromo-succinimide). The solvent is ClCCl (dichloro methane). Reaction conditions: time 20 hour. The product is C(C)(=O)OCC(CCOC(C)=O)CBr (4-acetoxy-2-bromomethylbutyl acetate). Isolated yield 82.5%. As a reaction SMILES: [C:1]([O:4][CH2:5][CH:6]([CH2:13]O)[CH2:7][CH2:8][O:9][C:10](=[O:12])[CH3:11])(=[O:3])[CH3:2].C1(P(C2C=CC=CC=2)C2C=CC=CC=2)C=CC=CC=1.[Br:34]N1C(=O)CCC1=O>ClCCl>[C:1]([O:4][CH2:5][CH:6]([CH2:13][Br:34])[CH2:7][CH2:8][O:9][C:10](=[O:12])[CH3:11])(=[O:3])[CH3:2]. Procedure details: A solution of 4-acetoxy-2-hydroxymethylbutyl acetate (11.04 g, 0.054 mol) and triphenylphospine (21.27 g, 0.081 mol) in dry dichloro methane (150 ml) was stirred at 0° C., and N-bromo-succinimide (14.43 g, 0.081 mol) was added in portions. The mixture was kept at 0° C. for 20 h, evaporated to small volume and stirred with 50 ml of ethyl acetate+n-hexane (1+1). The white triphenylphospine oxide was filtered off and washed with a little ethyl acetate+n-hexane (1-1). The combined filtrate was evapo... Reactants: [Al+3], CCCC1(CC)Cc2cc(OC)c(Cl)c(Cl)c2C1=O, CCCCCCC, [Cl-], [Cl-], [Cl-]. Yields the product CCCC1(CC)Cc2cc(O)c(Cl)c(Cl)c2C1=O. RXN SMILES: [Al+3:21].[CH2:1]([CH3:2])[C:3]1([CH2:17][CH2:18][CH3:19])[C:4](=[O:16])[c:5]2[c:6]([Cl:15])[c:7]([Cl:14])[c:8]([O:12][CH3:13])[cH:9][c:10]2[CH2:11]1.[CH3:24][CH2:25][CH2:26][CH2:27][CH2:28][CH2:29][CH3:30].[Cl-:20].[Cl-:22].[Cl-:23]>>[CH2:1]([CH3:2])[C:3]1([CH2:17][CH2:18][CH3:19])[C:4](=[O:16])[c:5]2[c:6]([Cl:15])[c:7]([Cl:14])[c:8]([OH:12])[cH:9][c:10]2[CH2:11]1. Reactants: [Li] (lithium), [Li] (lithium), C(C(C)C)[C@]12[C@H](CC[C@H]2C2=C(CC1)C=1C=CC(=CC1CC2)OC)O (13β-isobutyl-3-methoxygona-1,3,5(10),8-tetraen-17β-ol), N (ammonia), NC1=CC=CC=C1 (aniline), [Cl-].[NH4+] (ammonium chloride). The solvent is O (water), O1CCCC1 (tetrahydrofuran), O1CCCC1 (tetrahydrofuran). Yields the product C(C(C)C)[C@]12[C@H](CC[C@H]2[C@H]2[C@H](CC1)C=1C=CC(=CC1CC2)OC)O (13β-isobutyl-3-methoxygona-1,3,5(10)-trien-17β-ol). Yield: 76.0%. Reaction SMILES: [CH2:1]([C@:5]12[CH2:13][CH2:12][C:11]3[C:14]4[CH:15]=[CH:16][C:17]([O:22][CH3:23])=[CH:18][C:19]=4[CH2:20][CH2:21][C:10]=3[C@@H:9]1[CH2:8][CH2:7][C@@H:6]2[OH:24])[CH:2]([CH3:4])[CH3:3].N.NC1C=CC=CC=1.[Li].[Cl-].[NH4+]>O1CCCC1.O>[CH2:1]([C@:5]12[CH2:13][CH2:12][C@@H:11]3[C:14]4[CH:15]=[CH:16][C:17]([O:22][CH3:23])=[CH:18][C:19]=4[CH2:20][CH2:21][C@H:10]3[C@@H:9]1[CH2:8][CH2:7][C@@H:6]2[OH:24])[CH:2]([CH3:4])[CH3:3] |f:4.5,^1:32|. Procedure details: Add a solution of 13β-isobutyl-3-methoxygona-1,3,5(10),8-tetraen-17β-ol (17.0 g.) in dry tetrahydrofuran (125 cc.; distilled) slowly to a mixture of liquid ammonia (680 cc., distilled), aniline (85 cc., distilled) and tetrahydrofuran (125 cc.) with stirring. Then add lithium (7.9 g.) in small portions. After the addition of lithium is completed, stir the blue mixture for another 3 hours. Discharge the blue color by the cautious addition of ammonium chloride followed by warm (50°) water. Extract ... Starting materials: C(C)OC(CC1=CC(=CC=C1)OC1=C(C=C(C=C1)C(F)(F)F)C=O)=O ([3-(2-formyl-4-trifluoromethyl-phenoxy)-phenyl]-acetic acid ethyl ester), [BH4-].[Na+] (sodium borohydride). Run in CO (MeOH). Conditions: time 15 minute. The product is C(C)OC(CC1=CC(=CC=C1)OC1=C(C=C(C=C1)C(F)(F)F)CO)=O ([3-(2-Hydroxymethyl-4-trifluoromethyl-phenoxy)-phenyl]-acetic acid ethyl ester). RXN SMILES: [CH2:1]([O:3][C:4](=[O:25])[CH2:5][C:6]1[CH:11]=[CH:10][CH:9]=[C:8]([O:12][C:13]2[CH:18]=[CH:17][C:16]([C:19]([F:22])([F:21])[F:20])=[CH:15][C:14]=2[CH:23]=[O:24])[CH:7]=1)[CH3:2].[BH4-].[Na+]>CO>[CH2:1]([O:3][C:4](=[O:25])[CH2:5][C:6]1[CH:11]=[CH:10][CH:9]=[C:8]([O:12][C:13]2[CH:18]=[CH:17][C:16]([C:19]([F:20])([F:21])[F:22])=[CH:15][C:14]=2[CH2:23][OH:24])[CH:7]=1)[CH3:2] |f:1.2|. Procedure details: To [3-(2-formyl-4-trifluoromethyl-phenoxy)-phenyl]-acetic acid ethyl ester (0.411 g, 1.17 mmol) in MeOH (15 mL) was added sodium borohydride (0.045 g, 1.17 mmol), and the reaction was stirred for 15 minutes at room temperature. The mixture was concentrated, and the residue was partitioned between EtOAc and H2O. The aqueous layer was separated and extracted twice with EtOAc, and the combined organic layers were dried and concentrated to give the title compound.